Task: describe an organic reaction: reactants, conditions, products, and yield. Dataset: the Open Reaction Database (ORD), a public repository of structured organic reaction records RXN SMILES: [CH3:1][O:2][CH:3]=[CH:4][CH:5]1[CH2:6][CH2:7][CH:8]([c:11]2[cH:12][cH:13][c:14]([C:15]#[N:16])[cH:17][cH:18]2)[CH2:9][CH2:10]1.[ClH:19].[OH2:20]>>[O:2]=[CH:3][CH2:4][CH:5]1[CH2:6][CH2:7][CH:8]([c:11]2[cH:12][cH:13][c:14]([C:15]#[N:16])[cH:17][cH:18]2)[CH2:9][CH2:10]1. The reactants are COC=CC1CCC(c2ccc(C#N)cc2)CC1, Cl, O. The product is N#Cc1ccc(C2CCC(CC=O)CC2)cc1. Reactants: [Br-], C1CCOC1, CC(C)=CCCC(C)CC[Mg+], Cl[Pd]Cl, Nc1ccc(I)cc1. As a reaction SMILES: [Br-:1].[CH2:21]1[O:22][CH2:23][CH2:24][CH2:25]1.[CH2:2]([CH2:3][CH:4]([CH3:5])[CH2:6][CH2:7][CH:8]=[C:9]([CH3:10])[CH3:11])[Mg+:12].[Cl:26][Pd:27][Cl:28].[I:13][c:14]1[cH:15][cH:16][c:17]([NH2:18])[cH:19][cH:20]1>>[CH2:2]([CH2:3][CH:4]([CH3:5])[CH2:6][CH2:7][CH:8]=[C:9]([CH3:10])[CH3:11])[c:14]1[cH:15][cH:16][c:17]([NH2:18])[cH:19][cH:20]1. The product is CC(C)=CCCC(C)CCc1ccc(N)cc1.